describe an organic reaction: reactants, conditions, products, and yield From a dataset of the Open Reaction Database (ORD), a public repository of structured organic reaction records. Reactants: CC(=O)OC(C)=O, O=c1[nH]c(=O)n(C2OC(CO)C(O)C2O)cc1I, c1ccncc1. Product: C#Cc1cn(C2OC(CO)C(O)C2O)c(=O)[nH]c1=O. RXN SMILES: [CH3:19][C:20]([O:21][C:22](=[O:23])[CH3:24])=[O:25].[I:1][c:2]1[c:3](=[O:18])[nH:4][c:5](=[O:17])[n:6]([CH:7]2[CH:8]([OH:9])[CH:10]([OH:11])[CH:12]([CH2:13][OH:14])[O:15]2)[cH:16]1.[cH:26]1[cH:27][cH:28][n:29][cH:30][cH:31]1>>[c:2]1([C:19]#[CH:20])[c:3](=[O:18])[nH:4][c:5](=[O:17])[n:6]([CH:7]2[CH:8]([OH:9])[CH:10]([OH:11])[CH:12]([CH2:13][OH:14])[O:15]2)[cH:16]1.